From a dataset of the Open Reaction Database (ORD), a public repository of structured organic reaction records. describe an organic reaction: reactants, conditions, products, and yield The reactants are CCO, O=CNNc1nc2c(s1)CCCC2, Cl, Cl. The product is Cl, NNc1nc2c(s1)CCCC2. Reaction SMILES: [CH3:15][CH2:16][OH:17].[CH:2](=[O:3])[NH:4][NH:5][c:6]1[s:7][c:8]2[c:9]([n:10]1)[CH2:11][CH2:12][CH2:13][CH2:14]2.[ClH:18].[ClH:1]>>[ClH:1].[NH2:4][NH:5][c:6]1[s:7][c:8]2[c:9]([n:10]1)[CH2:11][CH2:12][CH2:13][CH2:14]2. Reactants: NC1CCN(CC1)CC1=CC2=CC=CC=C2C=C1 (4-amino-1-(2-naphthalenylmethyl)piperidine), NC(=O)NC(=O)C=1C=C2C=CC=NC2=CC1 (N-aminocarbonyl-6-quinolinecarboxamide), NC1CCN(CC1)CC1=CC2=CC=CC=C2C=C1 (4-amino-1-(2-naphthalenylmethyl)piperidine). The solvent is N1=CC=CC=C1 (pyridine). Conditions: time 8 hour. Product: C1=C(C=CC2=CC=CC=C12)CN1CCC(CC1)NC(=O)NC(=O)C=1C=C2C=CC=NC2=CC1 (N-[[[1-(2-Naphthalenylmethyl)-4-piperidinyl]amino]carbonyl]-6-quinolinecarboxamide). Yield: 13.6%. As a reaction SMILES: [NH2:1][CH:2]1[CH2:7][CH2:6][N:5]([CH2:8][C:9]2[CH:18]=[CH:17][C:16]3[C:11](=[CH:12][CH:13]=[CH:14][CH:15]=3)[CH:10]=2)[CH2:4][CH2:3]1.N[C:20]([NH:22][C:23]([C:25]1[CH:26]=[C:27]2[C:32](=[CH:33][CH:34]=1)[N:31]=[CH:30][CH:29]=[CH:28]2)=[O:24])=[O:21]>N1C=CC=CC=1>[CH:10]1[C:11]2[C:16](=[CH:15][CH:14]=[CH:13][CH:12]=2)[CH:17]=[CH:18][C:9]=1[CH2:8][N:5]1[CH2:4][CH2:3][CH:2]([NH:1][C:20]([NH:22][C:23]([C:25]2[CH:26]=[C:27]3[C:32](=[CH:33][CH:34]=2)[N:31]=[CH:30][CH:29]=[CH:28]3)=[O:24])=[O:21])[CH2:7][CH2:6]1. Procedure details: A suspension of 4-amino-1-(2-naphthalenylmethyl)piperidine (1.4 g, 5.83 mmol) and N-aminocarbonyl-6-quinolinecarboxamide (1.08 g, 5.02 mmol) in pyridine (7 cm3) was refluxed for 7 hours. The mixture was left at room temperature overnight then more 4-amino-1-(2-naphthalenylmethyl)piperidine (0.3 g, 1.4 mmol) was added and refluxing was continued for 5 hours. Undissolved solid was filtered off from the hot mixture and the filtrate was diluted with water (8 cm3) and filtered again. The filtrate was... Starting materials: BrC1=CC=C(C=O)C=C1 (4-bromobenzaldehyde), C(=O)(O)CS(=O)(=O)CS(=O)(=O)CC(=O)O (carboxymethane-sulfonylmethanesulfonyl-acetic acid). Solvent: C(C)(=O)O (acetic acid). The product is BrC1=CC=C(/C=C/S(=O)(=O)CS(=O)(=O)\C=C\C2=CC=C(C=C2)Br)C=C1 (bis((E)-4-Bromostyrylsulfonyl)methane). Isolated yield 82.0%. RXN SMILES: [Br:1][C:2]1[CH:9]=[CH:8][C:5]([CH:6]=O)=[CH:4][CH:3]=1.C([CH2:13][S:14]([CH2:17][S:18]([CH2:21][C:22](O)=O)(=[O:20])=[O:19])(=[O:16])=[O:15])(O)=O>C(O)(=O)C>[Br:1][C:2]1[CH:9]=[CH:8][C:5](/[CH:6]=[CH:13]/[S:14]([CH2:17][S:18](/[CH:21]=[CH:22]/[C:5]2[CH:8]=[CH:9][C:2]([Br:1])=[CH:3][CH:4]=2)(=[O:20])=[O:19])(=[O:16])=[O:15])=[CH:4][CH:3]=1. Procedure: A solution of 4-bromobenzaldehyde (2 mmol) and carboxymethane-sulfonylmethanesulfonyl-acetic acid (1 mmol) in acetic acid (10 mL) was subjected to General Procedure 1, to yield the title compound in 82% yield. m.p. 213-215° C. Reactants: O=C(NCc1ccc2c(c1)OCO2)c1cc([N+](=O)[O-])ccc1F, NC1CCC(O)CC1, c1ccncc1. The product is O=C(NCc1ccc2c(c1)OCO2)c1cc([N+](=O)[O-])ccc1NC1CCC(O)CC1. As a reaction SMILES: [F:1][c:2]1[c:3]([C:4](=[O:5])[NH:6][CH2:7][c:8]2[cH:9][c:10]3[c:11]([cH:15][cH:16]2)[O:12][CH2:13][O:14]3)[cH:17][c:18]([N+:21](=[O:22])[O-:23])[cH:19][cH:20]1.[NH2:24][CH:25]1[CH2:26][CH2:27][CH:28]([OH:31])[CH2:29][CH2:30]1.[cH:32]1[cH:33][cH:34][n:35][cH:36][cH:37]1>>[c:2]1([NH:24][CH:25]2[CH2:26][CH2:27][CH:28]([OH:31])[CH2:29][CH2:30]2)[c:3]([C:4](=[O:5])[NH:6][CH2:7][c:8]2[cH:9][c:10]3[c:11]([cH:15][cH:16]2)[O:12][CH2:13][O:14]3)[cH:17][c:18]([N+:21](=[O:22])[O-:23])[cH:19][cH:20]1. Reaction conditions: time 8 hour. Yields the product CO[C@@H](C=O)C=1C(=C2COC(C2=CC1)=O)C ((R)-2-Methoxy-2-(4-methyl-1-oxo-1,3-dihydroisobenzofuran-5-yl)acetaldehyde). Procedure details: (R)-5-(2-Hydroxy-1-methoxyethyl)-4-methylisobenzofuran-1(3H)-one (500 mg, 2.25 mmol) was dissolved in DCM (10 mL) and treated with Dess-Martin periodinane (954 mg, 2.25 mmol). The reaction mixture was stirred at room temperature under nitrogen overnight. The crude product was used directly. LC-MS (IE, m/z): 239.2 (M+H2O+1)+. The reactants are O (H2O), OC[C@H](OC)C=1C(=C2COC(C2=CC1)=O)C ((R)-5-(2-Hydroxy-1-methoxyethyl)-4-methylisobenzofuran-1(3H)-one), crude product, CC(=O)OI1(C=2C=CC=CC2C(=O)O1)(OC(=O)C)OC(=O)C (Dess-Martin periodinane). As a reaction SMILES: [OH:1][CH2:2][C@@H:3]([C:6]1[C:7]([CH3:16])=[C:8]2[C:12](=[CH:13][CH:14]=1)[C:11](=[O:15])[O:10][CH2:9]2)[O:4][CH3:5].CC(OI1(OC(C)=O)(OC(C)=O)OC(=O)C2C=CC=CC1=2)=O.O>C(Cl)Cl>[CH3:5][O:4][C@H:3]([C:6]1[C:7]([CH3:16])=[C:8]2[C:12](=[CH:13][CH:14]=1)[C:11](=[O:15])[O:10][CH2:9]2)[CH:2]=[O:1]. Run in C(Cl)Cl (DCM).